This data is from the Open Reaction Database (ORD), a public repository of structured organic reaction records. The task is: describe an organic reaction: reactants, conditions, products, and yield Starting materials: carboxylic acid, ClC=1C=CC(=C(C(=O)OC)C1)F (methyl 5-chloro-2-fluorobenzoate), ClC=1C=C(C=NC1)O (5-chloropyridin-3-ol), crude product. Product: ClC=1C=CC(=C(C(=O)O)C1)OC=1C=NC=C(C1)Cl (5-Chloro-2-[(5-chloropyridin-3-yl)oxy]benzoic acid). Reaction SMILES: [Cl:1][C:2]1[CH:3]=[CH:4][C:5](F)=[C:6]([CH:11]=1)[C:7]([O:9]C)=[O:8].[Cl:13][C:14]1[CH:15]=[C:16]([OH:20])[CH:17]=[N:18][CH:19]=1>>[Cl:1][C:2]1[CH:3]=[CH:4][C:5]([O:20][C:16]2[CH:17]=[N:18][CH:19]=[C:14]([Cl:13])[CH:15]=2)=[C:6]([CH:11]=1)[C:7]([OH:9])=[O:8]. Procedure details: The title compound was prepared according to the two steps procedure described in step 1 of Example 67 and step 2 of Example 99. Firstly, methyl 5-chloro-2-fluorobenzoate was reacted with 5-chloropyridin-3-ol. Next, the crude product was hydrolyzed to the corresponding carboxylic acid: 1H-NMR (DMSO-d6) δ 8.36 (1H, d, J=2.0 Hz), 8.25 (1H, d, J=2.4 Hz), 7.87 (1H, d, J=2.6 Hz), 7.70 (1H, dd, J=8.8, 2.6 Hz), 7.50 (1H, dd, J=2.4, 2.0 Hz), 7.29 (1H, d, J=8.8 Hz). The reactants are IV, C(C1=CC=CC=C1)N1CCN(CC1)C1=C(C(=O)OC)C=CC=C1 (methyl 2-[4-benzylpiperazinyl]benzoate). Reagents/catalysts: [Pd] (Pd/C). Product: N1(CCNCC1)C1=C(C(=O)OC)C=CC=C1 (Methyl 2-Piperazinylbenzoate), oil. Reaction SMILES: C([N:8]1[CH2:13][CH2:12][N:11]([C:14]2[CH:23]=[CH:22][CH:21]=[CH:20][C:15]=2[C:16]([O:18][CH3:19])=[O:17])[CH2:10][CH2:9]1)C1C=CC=CC=1>[Pd]>[N:11]1([C:14]2[CH:23]=[CH:22][CH:21]=[CH:20][C:15]=2[C:16]([O:18][CH3:19])=[O:17])[CH2:10][CH2:9][NH:8][CH2:13][CH2:12]1. Procedure details: The title compound was prepared according to the procedure described in Preparation IV by using methyl 2-[4-benzylpiperazinyl]benzoate (2.8 g, 8.9 mmol), 10% Pd/C (Aldrich) (940 mg), and HCO2NH4 (2.8, 44 mmol). The title compound was isolated as a colorless oil (1.75 g). (MS (ESI, pos. ion) m/z: 221 (M+H). Calc'd for C12H16N2O2: 220.12. The reactants are CCO, CO, O=C(O)c1cc([N+](=O)[O-])cc([N+](=O)[O-])c1. The product is COC(=O)c1cc([N+](=O)[O-])cc([N+](=O)[O-])c1. Reaction SMILES: [CH3:16][CH2:17][OH:18].[CH3:19][OH:20].[N+:1](=[O:2])([O-:3])[c:4]1[cH:5][c:6]([C:7](=[O:8])[OH:9])[cH:10][c:11]([N+:13](=[O:14])[O-:15])[cH:12]1>>[N+:1](=[O:2])([O-:3])[c:4]1[cH:5][c:6]([C:7](=[O:8])[O:9][CH3:16])[cH:10][c:11]([N+:13](=[O:14])[O-:15])[cH:12]1.